This data is from the Open Reaction Database (ORD), a public repository of structured organic reaction records. The task is: describe an organic reaction: reactants, conditions, products, and yield Starting materials: C(N)(O)=O.N1=CC(=C2N1C=CC=C2)C(=O)OC (methyl pyrazolo[1,5-a]pyridine-3-carboxylate carbamate), S(O)(O)(=O)=O (sulfuric acid), CO (methanol). The product is CN1N=C(C=C1)C(=O)OC (Methyl 1-methyl-1H-pyrazole-3-carboxylate). RXN SMILES: [C:1](=[O:4])([OH:3])N.[N:5]1[N:9]2[CH:10]=CC=C[C:8]2=[C:7](C(OC)=O)[CH:6]=1.S(=O)(=O)(O)O.[CH3:23]O>>[CH3:10][N:9]1[CH:8]=[CH:7][C:6]([C:1]([O:3][CH3:23])=[O:4])=[N:5]1 |f:0.1|. Procedure: To a solution of compound 1 (1.26 g, 10 mmol) in methanol (30 mL) was added sulfuric acid (0.5 mL). The resulting mixture was refluxed for 2 h and the solvent was evaporated. The residue was dissolved in EA (60 mL) and washed with brine, dried over Na2SO4. Then filtered and concentrated to give the product. Starting materials: C1COCCOCCOCCOCCOCCO1, C1CCOC1, CC(C)(C)[O-], Fc1ccc(CBr)c(F)c1, [K+], CCOC(=O)c1cc2cc([N+](=O)[O-])ccc2[nH]1. The product is CCOC(=O)c1cc2cc([N+](=O)[O-])ccc2n1Cc1ccc(F)cc1F. As a reaction SMILES: [CH2:1]1[O:2][CH2:3][CH2:4][O:5][CH2:6][CH2:7][O:8][CH2:9][CH2:10][O:11][CH2:12][CH2:13][O:14][CH2:15][CH2:16][O:17][CH2:18]1.[CH2:52]1[O:53][CH2:54][CH2:55][CH2:56]1.[CH3:19][C:20]([CH3:21])([O-:22])[CH3:23].[F:42][c:43]1[c:44]([CH2:45][Br:46])[cH:47][cH:48][c:49]([F:51])[cH:50]1.[K+:24].[N+:25](=[O:26])([O-:27])[c:28]1[cH:29][c:30]2[cH:31][c:32]([C:37](=[O:38])[O:39][CH2:40][CH3:41])[nH:33][c:34]2[cH:35][cH:36]1>>[N+:25](=[O:26])([O-:27])[c:28]1[cH:29][c:30]2[cH:31][c:32]([C:37](=[O:38])[O:39][CH2:40][CH3:41])[n:33]([CH2:45][c:44]3[c:43]([F:42])[cH:50][c:49]([F:51])[cH:48][cH:47]3)[c:34]2[cH:35][cH:36]1.